This data is from the Open Reaction Database (ORD), a public repository of structured organic reaction records. The task is: describe an organic reaction: reactants, conditions, products, and yield Reactants: CCOP(=O)(CP(=O)(OCC)OCC)OCC, CN(C)C=O, [H-], [Na+], O, COc1cc(CN(C)c2nn(-c3ccccc3)cc2C=O)ccc1OCc1nc(-c2ccco2)oc1C. Product: CCOP(=O)(C=Cc1cn(-c2ccccc2)nc1N(C)Cc1ccc(OCc2nc(-c3ccco3)oc2C)c(OC)c1)OCC. As a reaction SMILES: [CH2:1]([P:2](=[O:3])([O:4][CH2:5][CH3:6])[O:7][CH2:8][CH3:9])[P:10]([O:11][CH2:12][CH3:13])([O:14][CH2:15][CH3:16])=[O:17].[CH3:58][N:59]([CH3:60])[CH:61]=[O:62].[H-:18].[Na+:19].[OH2:57].[o:20]1[c:21](-[c:25]2[o:26][c:27]([CH3:56])[c:28]([CH2:30][O:31][c:32]3[c:33]([O:54][CH3:55])[cH:34][c:35]([CH2:36][N:37]([c:38]4[n:39][n:40](-[c:45]5[cH:46][cH:47][cH:48][cH:49][cH:50]5)[cH:41][c:42]4[CH:43]=[O:44])[CH3:51])[cH:52][cH:53]3)[n:29]2)[cH:22][cH:23][cH:24]1>>[CH:1]([P:10]([O:11][CH2:12][CH3:13])([O:14][CH2:15][CH3:16])=[O:17])=[CH:43][c:42]1[c:38]([N:37]([CH2:36][c:35]2[cH:34][c:33]([O:54][CH3:55])[c:32]([O:31][CH2:30][c:28]3[c:27]([CH3:56])[o:26][c:25](-[c:21]4[o:20][cH:24][cH:23][cH:22]4)[n:29]3)[cH:53][cH:52]2)[CH3:51])[n:39][n:40](-[c:45]2[cH:46][cH:47][cH:48][cH:49][cH:50]2)[cH:41]1. The reactants are ClC1=C(C=C(C=C1)S(=O)O)[N+](=O)[O-] (4-chloro-3-nitrobenzenesulphinic acid), CC=1C=C(C(=CC1)O)O (4-methyl-1,2-benzenediol). The product is ClC1=C(C=C(C=C1)S(=O)(=O)C=1C=C(C(=CC1C)O)O)[N+](=O)[O-] (4-(4-chloro-3-nitrophenylsulphonyl)-5-methyl-1,2-benzenediol). RXN SMILES: [Cl:1][C:2]1[CH:7]=[CH:6][C:5]([S:8]([OH:10])=[O:9])=[CH:4][C:3]=1[N+:11]([O-:13])=[O:12].[CH3:14][C:15]1[CH:16]=[C:17]([OH:22])[C:18]([OH:21])=[CH:19][CH:20]=1>>[Cl:1][C:2]1[CH:7]=[CH:6][C:5]([S:8]([C:20]2[CH:19]=[C:18]([OH:21])[C:17]([OH:22])=[CH:16][C:15]=2[CH3:14])(=[O:10])=[O:9])=[CH:4][C:3]=1[N+:11]([O-:13])=[O:12]. Procedure: 66 g (297.8 mmol) of 4-chloro-3-nitrobenzenesulphinic acid (produced by reduction of 4-chloro-3-nitrobenzenesulphonyl chloride with sodium sulphite) are condensed with 41.95 g (337.9 mmol) of 4-methyl-1,2-benzenediol in a manner analogous to that described in Example 4, yielding 4-(4-chloro-3-nitrophenylsulphonyl)-5-methyl-1,2-benzenediol in the form of crystals having a melting point of 196°-197° (from ethyl acetate/hexane). The reactants are C1(=CC=CC=C1)O (phenol), OC1=CC=C(C=O)C=C1 (p-hydroxybenzaldehyde), phenol aldehyde, [Na] (sodium). The product is C(C=1C(O)=CC=CC1)=O (salicylaldehyde). The yield is 32.0%. RXN SMILES: [Na].[C:2]1([OH:8])[CH:7]=[CH:6][CH:5]=[CH:4][CH:3]=1.[OH:9][C:10]1C=CC(C=O)=CC=1>>[CH:10](=[O:9])[C:3]1[C:2](=[CH:7][CH:6]=[CH:5][CH:4]=1)[OH:8] |^1:0|. Reported procedure: The phenol aldehyde mixture is in a form combined with sodium. It is neutralized and acidified to a pH of 5. Thereupon the salicylaldehyde is recovered by the conventional carrier vapor distillation of the aqueous phases (following methanol recovery). A yield of 32% (3.9 g) of salicylaldehyde and of 27% (3.2 g) in p-hydroxybenzaldehyde relative to the initial phenol are obtained. Starting materials: ClC1=NC(=CC(=C1OC)C=C)C(C)O (2-chloro-3-methoxy-4-vinyl-6-(1-hydroxyethyl)-pyridine), S(=O)(Cl)Cl (thionyl chloride). The solvent is C(Cl)Cl (methylene chloride). Conditions: time 1 hour. Yields the product ClC1=NC(=CC(=C1OC)C=C)C(C)Cl (2-chloro-3-methoxy-4-vinyl-6-(1-chloroethyl)-pyridine). The yield is 92.1%. RXN SMILES: [Cl:1][C:2]1[C:7]([O:8][CH3:9])=[C:6]([CH:10]=[CH2:11])[CH:5]=[C:4]([CH:12](O)[CH3:13])[N:3]=1.S(Cl)([Cl:17])=O>C(Cl)Cl>[Cl:1][C:2]1[C:7]([O:8][CH3:9])=[C:6]([CH:10]=[CH2:11])[CH:5]=[C:4]([CH:12]([Cl:17])[CH3:13])[N:3]=1. Procedure details: A solution of 2-chloro-3-methoxy-4-vinyl-6-(1-hydroxyethyl)-pyridine (446 mg, 2.09 mmol) in 10 mL of methylene chloride at 0° C. is treated with thionyl chloride (0.227 mL, 3.13 mmol) and stirred at room temperature for 1 h. The reaction is quenched with 15 mL of saturated sodium bicarbonate. The aqueous layer is extracted with 3×10 mL of methylene chloride. The combined organics are dried over potassium carbonate and concentrated in vacuo to provide 447 mg (92%) of 2-chloro-3-methoxy-4-vinyl-6-... Starting materials: ClC1=NC=CN=C1Cl (2,3-Dichloropyrazine), C1(CC1)N (cyclopropylamine). Conditions: temperature 130 celsius. Yields the product ClC=1C(=NC=CN1)NC1CC1 (3-chloro-N-cyclopropylpyrazin-2-amine). Isolated yield 87.9%. Reaction SMILES: Cl[C:2]1[C:7]([Cl:8])=[N:6][CH:5]=[CH:4][N:3]=1.[CH:9]1([NH2:12])[CH2:11][CH2:10]1>>[Cl:8][C:7]1[C:2]([NH:12][CH:9]2[CH2:11][CH2:10]2)=[N:3][CH:4]=[CH:5][N:6]=1. Procedure: 2,3-Dichloropyrazine (1.013 ml, 9.73 mmol) and cyclopropylamine (3 ml, 42.8 mmol) were combined in a microwave vial and heated at 130° C. for 30 minutes. The reaction mixture was partitioned between water (100 mL) and ethyl acetate (200 mL). The organic was dried with magnesium sulfate and evaporated to dryness under reduced pressure. Purification using silica chromatography (dichloromethane to ethyl acetate gradient) gave the desired 3-chloro-N-cyclopropylpyrazin-2-amine (1.45 g, 8.55 mmol, 88%... Reactants: C(CCCCCCC)(=O)Cl (octanoyl chloride), O.OCC(CO)OCN1C=2N=C(NC(C2N=C1)=O)N (9-(1,3-dihydroxy-2-propoxymethyl)guanine monohydrate), CCOCC (ether). Solvent: CN(C=O)C (dimethylformamide), CN(C=O)C (dimethylformamide), N1=CC=CC=C1 (pyridine). The product is OCC(COC(CCCCCCC)=O)OCN1C=2N=C(NC(C2N=C1)=O)N (9-(1-Hydroxy-3-octanoyloxy-2-propoxymethyl)guanine). As a reaction SMILES: O.[OH:2][CH2:3][CH:4]([O:7][CH2:8][N:9]1[CH:17]=[N:16][C:15]2[C:14](=[O:18])[NH:13][C:12]([NH2:19])=[N:11][C:10]1=2)[CH2:5][OH:6].[C:20](Cl)(=[O:28])[CH2:21][CH2:22][CH2:23][CH2:24][CH2:25][CH2:26][CH3:27].CCOCC>CN(C)C=O.N1C=CC=CC=1>[OH:2][CH2:3][CH:4]([O:7][CH2:8][N:9]1[CH:17]=[N:16][C:15]2[C:14](=[O:18])[NH:13][C:12]([NH2:19])=[N:11][C:10]1=2)[CH2:5][O:6][C:20](=[O:28])[CH2:21][CH2:22][CH2:23][CH2:24][CH2:25][CH2:26][CH3:27] |f:0.1|. Procedure details: A suspension of 410 mg (1.5 mmole) of 9-(1,3-dihydroxy-2-propoxymethyl)guanine monohydrate in 6 ml of dry dimethylformamide and 1.5 ml of dry pyridine was stirred under a drying tube with cooling in an ice bath as a solution of 489 mg (3.0 mmole) of octanoyl chloride in 1.5 ml of dimethylformamide was added dropwise by syringe over approximately 5 minutes. The mixture was allowed to warm gradually to room temperature, and after 24 hours it was concentrated under high vacuum. The residual oil was... Reactants: COc1ccc(-c2c(C(C)=O)c(CBr)nc3cc(OC)c(OC)cc23)cc1OC, CN(C)C=O, [H-], [Na+], O, c1nc[nH]n1. Product: COc1ccc(-c2c(C(C)=O)c(Cn3cncn3)nc3cc(OC)c(OC)cc23)cc1OC. RXN SMILES: [C:8]([CH3:9])(=[O:10])[c:11]1[c:12]([CH2:35][Br:36])[n:13][c:14]2[cH:15][c:16]([O:33][CH3:34])[c:17]([O:31][CH3:32])[cH:18][c:19]2[c:20]1-[c:21]1[cH:22][c:23]([O:29][CH3:30])[c:24]([O:27][CH3:28])[cH:25][cH:26]1.[CH3:38][N:39]([CH3:40])[CH:41]=[O:42].[H-:1].[Na+:2].[OH2:37].[nH:3]1[n:4][cH:5][n:6][cH:7]1>>[n:3]1([CH2:35][c:12]2[c:11]([C:8]([CH3:9])=[O:10])[c:20](-[c:21]3[cH:22][c:23]([O:29][CH3:30])[c:24]([O:27][CH3:28])[cH:25][cH:26]3)[c:19]3[c:14]([n:13]2)[cH:15][c:16]([O:33][CH3:34])[c:17]([O:31][CH3:32])[cH:18]3)[n:4][cH:5][n:6][cH:7]1. The reactants are CC(C)([O-])C.[K+] (potassium tert-butoxide), dimethyl ester, ClC1=CC=C(C=C1)C(CCC(=O)O)(CCC(=O)O)C#N (4-(p-chlorophenyl)-4-cyanopimelic acid), O1CCCC1 (tetrahydrofuran). Solvent: C(C)(=O)O (acetic acid). Product: C(=O)(OC)C1C(CCC(C1)(C#N)C1=CC=C(C=C1)Cl)=O (2-carbomethoxy-4-(p-chlorophenyl)-4-cyanocyclohexanone). Isolated yield 96.0%. Reaction SMILES: [Cl:1][C:2]1[CH:7]=[CH:6][C:5]([C:8]([C:19]#[N:20])([CH2:14][CH2:15][C:16]([OH:18])=O)[CH2:9][CH2:10][C:11]([OH:13])=[O:12])=[CH:4][CH:3]=1.O1CCC[CH2:22]1.CC(C)([O-])C.[K+]>C(O)(=O)C>[C:11]([CH:10]1[CH2:9][C:8]([C:5]2[CH:4]=[CH:3][C:2]([Cl:1])=[CH:7][CH:6]=2)([C:19]#[N:20])[CH2:14][CH2:15][C:16]1=[O:18])([O:13][CH3:22])=[O:12] |f:2.3|. Reported procedure: A reaction mixture consisting of 34.97 gm. (0.108 mole) dimethyl ester of 4-(p-chlorophenyl)-4-cyanopimelic acid, (prepared in Part A, above), dissolved in 700 ml. tetrahydrofuran with 24.4 gm. (0.218 mole) potassium tert-butoxide added is heated at the reflux temperature for 41/2 hours. After cooling, the reaction mixture is chilled in an ice-bath and 175 ml. 2.5 N acetic acid is added. The organic and aqueous phases separate and the organic phase is recovered. It is diluted with 600 ml. benzen... Reactants: CCOC(=O)Cc1cc(C)cn1C, Cl, [Na+], [OH-]. Reaction SMILES: [CH3:1][n:2]1[c:3]([CH2:8][C:9](=[O:10])[O:11][CH2:12][CH3:13])[cH:4][c:5]([CH3:7])[cH:6]1.[ClH:14].[Na+:16].[OH-:15]>>[CH3:1][n:2]1[c:3]([CH2:8][C:9](=[O:10])[OH:11])[cH:4][c:5]([CH3:7])[cH:6]1. Yields the product Cc1cc(CC(=O)O)n(C)c1.